This data is from the Open Reaction Database (ORD), a public repository of structured organic reaction records. The task is: describe an organic reaction: reactants, conditions, products, and yield The reactants are B(O)(O)C=1C=C(C(=O)O)C=CC1 (3-boronobenzoic acid), BrC1=NC=CC=C1 (2-bromopyridine), C([O-])([O-])=O.[K+].[K+] (potassium carbonate). Reagents/catalysts: C1=CC=C(C=C1)P(C2=CC=CC=C2)C3=CC=CC=C3.C1=CC=C(C=C1)P(C2=CC=CC=C2)C3=CC=CC=C3.Cl[Pd]Cl (Bis(triphenylphosphine)palladium(II)chloride). Run in C(C)#N (acetonitrile), O (water). Reaction conditions: temperature 100 celsius, time 24 hour. Product: N1=C(C=CC=C1)C=1C=C(C(=O)O)C=CC1 (3-(pyridin-2-yl)benzoic acid). The yield is 84.8%. As a reaction SMILES: B([C:4]1[CH:5]=[C:6]([CH:10]=[CH:11][CH:12]=1)[C:7]([OH:9])=[O:8])(O)O.Br[C:14]1[CH:19]=[CH:18][CH:17]=[CH:16][N:15]=1.C(=O)([O-])[O-].[K+].[K+]>C(#N)C.O.C1C=CC(P(C2C=CC=CC=2)C2C=CC=CC=2)=CC=1.C1C=CC(P(C2C=CC=CC=2)C2C=CC=CC=2)=CC=1.Cl[Pd]Cl>[N:15]1[CH:16]=[CH:17][CH:18]=[CH:19][C:14]=1[C:4]1[CH:5]=[C:6]([CH:10]=[CH:11][CH:12]=1)[C:7]([OH:9])=[O:8] |f:2.3.4,7.8.9|. Procedure: To a solution of 3-boronobenzoic acid (1.66 g, 10 mmol) and 2-bromopyridine (1.72 g, 11 mmol) in acetonitrile (40 mL) and water (40 mL), potassium carbonate (5.5 g, 40 mmol), Bis(triphenylphosphine)palladium(II)chloride (400 mg, 0.37 mmol) was added. The mixture was degassed and purged withed nitrogen. The mixture was stirred at 100° C. for 24 h. Then the hot suspension was filtered and concentrated to half of the original volume and washed with dichloromethane. The aquatic phase was adjusted to... Starting materials: BrC1=CC(=C(OC2=NC=C(C=C2)[N+](=O)[O-])C(=C1)C)Cl (2-(4-bromo-2-chloro-6-methylphenoxy)-5-nitropyridine), C(C=C)(=O)OCCCC (butyl acrylate), C1(CCCCC1)CNCC1CCCCC1 (N,N-dicyclohexylmethylamine), F[B-](F)(F)F.C(C)(C)(C)P(C(C)(C)C)C(C)(C)C (tri-tert-butylphosphine tetrafluoroborate), resultant mixture. The reagents and catalysts are C=1C=CC(=CC1)/C=C/C(=O)/C=C/C2=CC=CC=C2.C=1C=CC(=CC1)/C=C/C(=O)/C=C/C2=CC=CC=C2.C=1C=CC(=CC1)/C=C/C(=O)/C=C/C2=CC=CC=C2.[Pd].[Pd] (tris(dibenzylideneacetone)dipalladium). Run in O1CCOCC1 (1,4-dioxane), O (water). Product: ClC=1C=C(C=C(C1OC1=NC=C(C=C1)[N+](=O)[O-])C)/C=C/C(=O)OCCCC (butyl (E)-3-{3-chloro-5-methyl-4-[(5-nitropyridin-2-yl)oxy]phenyl}prop-2-enoate). As a reaction SMILES: Br[C:2]1[CH:17]=[C:16]([CH3:18])[C:5]([O:6][C:7]2[CH:12]=[CH:11][C:10]([N+:13]([O-:15])=[O:14])=[CH:9][N:8]=2)=[C:4]([Cl:19])[CH:3]=1.[C:20]([O:24][CH2:25][CH2:26][CH2:27][CH3:28])(=[O:23])[CH:21]=[CH2:22].C1(CNCC2CCCCC2)CCCCC1.F[B-](F)(F)F.C(P(C(C)(C)C)C(C)(C)C)(C)(C)C>C1C=CC(/C=C/C(/C=C/C2C=CC=CC=2)=O)=CC=1.C1C=CC(/C=C/C(/C=C/C2C=CC=CC=2)=O)=CC=1.C1C=CC(/C=C/C(/C=C/C2C=CC=CC=2)=O)=CC=1.[Pd].[Pd].O.O1CCOCC1>[Cl:19][C:4]1[CH:3]=[C:2](/[CH:22]=[CH:21]/[C:20]([O:24][CH2:25][CH2:26][CH2:27][CH3:28])=[O:23])[CH:17]=[C:16]([CH3:18])[C:5]=1[O:6][C:7]1[CH:12]=[CH:11][C:10]([N+:13]([O-:15])=[O:14])=[CH:9][N:8]=1 |f:3.4,5.6.7.8.9|. Procedure: To a 1,4-dioxane (10 mL) solution of 2-(4-bromo-2-chloro-6-methylphenoxy)-5-nitropyridine (1.00 g) and butyl acrylate (0.480 mL) were added N,N-dicyclohexylmethylamine (0.655 mL), tri-tert-butylphosphine tetrafluoroborate (34 mg) and tris(dibenzylideneacetone)dipalladium (0) (40 mg) at room temperature. The resultant mixture was stirred at 70° C. under a nitrogen atmosphere for 4 hours. To the reaction mixture was added water, and extracted with AcOEt. The organic layer was washed with saturated...